From a dataset of the Open Reaction Database (ORD), a public repository of structured organic reaction records. describe an organic reaction: reactants, conditions, products, and yield Procedure details: In N,N-dimethylformamide (1 ml), 1-[(6-chloronaphthalen-2-yl)sulfonyl]-6-methoxycarbonyl-1,2,3,4-tetrahydropyrazine (60 mg) and p-nitrophenyl 4-(pyridin-4-yl)benzoate (52 mg) were dissolved, followed by the addition of sodium hydride (60% in oil, 7.20 mg) under ice cooling. The resulting mixture was stirred for 1 hour. Water and ethyl acetate were added to the reaction mixture to separate the organic layer. The organic layer was dried over anhydrous magnesium sulfate and the solvent was concentr... Run in CN(C=O)C (N,N-dimethylformamide), C(C)(=O)OCC (ethyl acetate). As a reaction SMILES: [Cl:1][C:2]1[CH:3]=[C:4]2[C:9](=[CH:10][CH:11]=1)[CH:8]=[C:7]([S:12]([N:15]1[C:20]([C:21]([O:23][CH3:24])=[O:22])=[CH:19][NH:18][CH2:17][CH2:16]1)(=[O:14])=[O:13])[CH:6]=[CH:5]2.[N:25]1[CH:30]=[CH:29][C:28]([C:31]2[CH:48]=[CH:47][C:34]([C:35](OC3C=CC([N+]([O-])=O)=CC=3)=[O:36])=[CH:33][CH:32]=2)=[CH:27][CH:26]=1.[H-].[Na+].O>CN(C)C=O.C(OCC)(=O)C>[Cl:1][C:2]1[CH:3]=[C:4]2[C:9](=[CH:10][CH:11]=1)[CH:8]=[C:7]([S:12]([N:15]1[C:20]([C:21]([O:23][CH3:24])=[O:22])=[CH:19][N:18]([C:35](=[O:36])[C:34]3[CH:33]=[CH:32][C:31]([C:28]4[CH:27]=[CH:26][N:25]=[CH:30][CH:29]=4)=[CH:48][CH:47]=3)[CH2:17][CH2:16]1)(=[O:13])=[O:14])[CH:6]=[CH:5]2 |f:2.3|. Conditions: time 1 hour. The product is ClC=1C=C2C=CC(=CC2=CC1)S(=O)(=O)N1CCN(C=C1C(=O)OC)C(C1=CC=C(C=C1)C1=CC=NC=C1)=O (4-[(6-Chloronaphthalen-2-yl)sulfonyl]-5-methoxycarbonyl-1-[4-(pyridin-4-yl)benzoyl]-1,2,3,4-tetrahydropyrazine). Isolated yield 65.2%. Reactants: ClC=1C=C2C=CC(=CC2=CC1)S(=O)(=O)N1CCNC=C1C(=O)OC (1-[(6-chloronaphthalen-2-yl)sulfonyl]-6-methoxycarbonyl-1,2,3,4-tetrahydropyrazine), N1=CC=C(C=C1)C1=CC=C(C(=O)OC2=CC=C(C=C2)[N+](=O)[O-])C=C1 (p-nitrophenyl 4-(pyridin-4-yl)benzoate), O (Water), [H-].[Na+] (sodium hydride). Starting materials: C([O-])([O-])=O.[Na+].[Na+] (sodium carbonate), [I-].[Na+] (sodium iodide), ClC=1C=C2C(=CNC2=CC1)CNC(C1=CC=C(C=C1)CCl)=O (N-((5-Chloro-1H-indol-3-yl)methyl)-4-(chloromethyl)benzamide), FC=1C=C(C=CC1)B(O)O (3-fluorophenylboronic acid). Reagents/catalysts: C=1C=CC(=CC1)[P](C=2C=CC=CC2)(C=3C=CC=CC3)[Pd]([P](C=4C=CC=CC4)(C=5C=CC=CC5)C=6C=CC=CC6)([P](C=7C=CC=CC7)(C=8C=CC=CC8)C=9C=CC=CC9)[P](C=1C=CC=CC1)(C=1C=CC=CC1)C=1C=CC=CC1 (Tetrakis(triphenylphosphine)palladium(0)). Run in C(OC)COC (dimethoxyethane), O (water). Product: eluent, ClC=1C=C2C(=CNC2=CC1)CNC(C1=CC=C(C=C1)CC1=CC(=CC=C1)F)=O (N-((5-Chloro-1H-indol-3-yl)methyl)-4-(3-fluorobenzyl)benzamide). Isolated yield 13.8%. RXN SMILES: [Cl:1][C:2]1[CH:3]=[C:4]2[C:8](=[CH:9][CH:10]=1)[NH:7][CH:6]=[C:5]2[CH2:11][NH:12][C:13](=[O:22])[C:14]1[CH:19]=[CH:18][C:17]([CH2:20]Cl)=[CH:16][CH:15]=1.[F:23][C:24]1[CH:25]=[C:26](B(O)O)[CH:27]=[CH:28][CH:29]=1.C(=O)([O-])[O-].[Na+].[Na+].[I-].[Na+]>C(COC)OC.O.C1C=CC([P]([Pd]([P](C2C=CC=CC=2)(C2C=CC=CC=2)C2C=CC=CC=2)([P](C2C=CC=CC=2)(C2C=CC=CC=2)C2C=CC=CC=2)[P](C2C=CC=CC=2)(C2C=CC=CC=2)C2C=CC=CC=2)(C2C=CC=CC=2)C2C=CC=CC=2)=CC=1>[Cl:1][C:2]1[CH:3]=[C:4]2[C:8](=[CH:9][CH:10]=1)[NH:7][CH:6]=[C:5]2[CH2:11][NH:12][C:13](=[O:22])[C:14]1[CH:19]=[CH:18][C:17]([CH2:20][C:28]2[CH:27]=[CH:26][CH:25]=[C:24]([F:23])[CH:29]=2)=[CH:16][CH:15]=1 |f:2.3.4,5.6,^1:51,53,72,91|. Procedure details: N-((5-Chloro-1H-indol-3-yl)methyl)-4-(3-fluorobenzyl)benzamide was prepared following method B starting from N-((5-Chloro-1H-indol-3-yl)methyl)-4-(chloromethyl)benzamide (0.080 g, 0.240 mmol), 3-fluorophenylboronic acid (0.036 g; 0.252 mmol); Tetrakis(triphenylphosphine)palladium(0) (0.014 g; 0.012 mmol), sodium carbonate (0.051 g; 0.480 mmol) and sodium iodide (0.109 g; 0.720 mmol), in dimethoxyethane (3 mL) and water (1 mL), irradiated in a microwave oven at 130° C. for 15 minutes. Flash chrom... Reactants: CCOC(=O)C(Cc1ccc(OCC(=O)N(CC)Cc2ccccc2F)cc1)OCC, CC#N, Cl, [Li+], [OH-]. Yields the product CCOC(Cc1ccc(OCC(=O)N(CC)Cc2ccccc2F)cc1)C(=O)O. RXN SMILES: [CH2:1]([CH3:2])[O:3][C:4]([CH:5]([CH2:6][c:7]1[cH:8][cH:9][c:10]([O:13][CH2:14][C:15](=[O:16])[N:17]([CH2:18][c:19]2[c:20]([F:25])[cH:21][cH:22][cH:23][cH:24]2)[CH2:26][CH3:27])[cH:11][cH:12]1)[O:28][CH2:29][CH3:30])=[O:31].[CH3:35][C:36]#[N:37].[ClH:34].[Li+:33].[OH-:32]>>[O:3]=[C:4]([CH:5]([CH2:6][c:7]1[cH:8][cH:9][c:10]([O:13][CH2:14][C:15](=[O:16])[N:17]([CH2:18][c:19]2[c:20]([F:25])[cH:21][cH:22][cH:23][cH:24]2)[CH2:26][CH3:27])[cH:11][cH:12]1)[O:28][CH2:29][CH3:30])[OH:31]. The reactants are FC(C=1C=C(C=CC1)C(C)=O)(F)F (3'-trifluoromethylacetophenone), Cl.NO (hydroxylamine hydrochloride), O.O.O.C(C)(=O)[O-].[Na+] (sodium acetate trihydrate). The solvent is CO (methanol). Yields the product FC(C=1C=C(C=CC1)C(C)=NO)(F)F (3'-trifluoromethylacetophenone oxime). Isolated yield 90.1%. RXN SMILES: [F:1][C:2]([F:13])([F:12])[C:3]1[CH:4]=[C:5]([C:9](=O)[CH3:10])[CH:6]=[CH:7][CH:8]=1.Cl.[NH2:15][OH:16].O.O.O.C([O-])(=O)C.[Na+]>CO>[F:1][C:2]([F:13])([F:12])[C:3]1[CH:4]=[C:5]([C:9](=[N:15][OH:16])[CH3:10])[CH:6]=[CH:7][CH:8]=1 |f:1.2,3.4.5.6.7|. Reported procedure: 7.5 g of 3'-trifluoromethylacetophenone, 6.25 g of hydroxylamine hydrochloride, and 8.8 g of sodium acetate trihydrate were heated in 125 ml of methanol under reflux for one hour. After completion of the reaction, the methanol was distilled off under reduced pressure. 190 ml of water was added to the resulting residue, followed by extraction with ethyl acetate. The ethyl acetate layer was dried over anhydrous sodium sulfate and stripped of the solvent by distillation under reduced pressure to ob... Reactants: [Br-], O=C1C=CCC1, CCOC(=O)C[S+](C)C, Cc1ccccc1, [Cl-], Cl, C1CCC2=NCCCN2CC1, [Na+]. The product is CCOC(=O)C1C2CCC(=O)C21. RXN SMILES: [Br-:1].[C:22]1(=[O:27])[CH:23]=[CH:24][CH2:25][CH2:26]1.[C:2](=[O:3])([O:4][CH2:5][CH3:6])[CH2:7][S+:8]([CH3:9])[CH3:10].[CH3:31][c:32]1[cH:33][cH:34][cH:35][cH:36][cH:37]1.[Cl-:28].[ClH:30].[N:11]12[CH2:12][CH2:13][CH2:14][N:15]=[C:16]1[CH2:17][CH2:18][CH2:19][CH2:20][CH2:21]2.[Na+:29]>>[C:2](=[O:3])([O:4][CH2:5][CH3:6])[CH:7]1[CH:23]2[C:22](=[O:27])[CH2:26][CH2:25][CH:24]12. The reactants are C1(CCCCC1)=O (cyclohexanone), C(CCC)[Li] (n-butyllithium), BrC=1C=CC(=NC1)OC (5-bromo-2-methoxypyridine), CCCCC (pentane). Run in C(C)OCC (diethyl ether), C(C)OCC (diethyl ether). Run at temperature 0 celsius, time 45 minute. Product: OC1(CCCCC1)C=1C=CC(=NC1)OC (5-(1-Hydroxycyclohexyl)-2-methoxypyridine). The yield is 66.9%. As a reaction SMILES: C([Li])CCC.Br[C:7]1[CH:8]=[CH:9][C:10]([O:13][CH3:14])=[N:11][CH:12]=1.[C:15]1(=[O:21])[CH2:20][CH2:19][CH2:18][CH2:17][CH2:16]1.CCCCC>C(OCC)C>[OH:21][C:15]1([C:7]2[CH:8]=[CH:9][C:10]([O:13][CH3:14])=[N:11][CH:12]=2)[CH2:20][CH2:19][CH2:18][CH2:17][CH2:16]1. Reported procedure: A solution of n-butyllithium (1.6M in hexanes, 150 ml) was added dropwise over 1 hour to a mechanically stirred solution of 5-bromo-2-methoxypyridine (39.3 g) in 800 ml of diethyl ether at -40° C. The resulting slurry was stirred at -40° C. to -45° C. for 45 minutes, and then cyclohexanone (23.5 g) in 50 ml of diethyl ether was added dropwise over 1 hour. The mixture was allowed to warm to 0° C. over about 1 hour, and then the reaction was quenched with saturated ammonium chloride solution. The ...